This data is from the Open Reaction Database (ORD), a public repository of structured organic reaction records. The task is: describe an organic reaction: reactants, conditions, products, and yield Starting materials: COc1cc(CCc2c[nH]c(=O)c3ccccc23)ccn1, CCOC(C)=O, Cl, N, C1COCCO1, O, O=P(Cl)(Cl)Cl. Yields the product COc1cc(CCc2cnc(Cl)c3ccccc23)ccn1. Reaction SMILES: [CH3:1][O:2][c:3]1[n:4][cH:5][cH:6][c:7]([CH2:9][CH2:10][c:11]2[cH:12][nH:13][c:14](=[O:21])[c:15]3[cH:16][cH:17][cH:18][cH:19][c:20]23)[cH:8]1.[CH3:36][CH2:37][O:38][C:39]([CH3:40])=[O:41].[ClH:27].[NH3:29].[O:30]1[CH2:31][CH2:32][O:33][CH2:34][CH2:35]1.[OH2:28].[P:22]([Cl:23])([Cl:24])([Cl:25])=[O:26]>>[CH3:1][O:2][c:3]1[n:4][cH:5][cH:6][c:7]([CH2:9][CH2:10][c:11]2[cH:12][n:13][c:14]([Cl:24])[c:15]3[cH:16][cH:17][cH:18][cH:19][c:20]23)[cH:8]1. Product: O=C(C=Cc1ccc(OC(F)(F)F)cc1)c1cc(Br)ccc1O. As a reaction SMILES: [Br:1][c:2]1[cH:3][cH:4][c:5]([OH:11])[c:6]([C:8]([CH3:9])=[O:10])[cH:7]1.[CH2:32]([O:33][CH2:34][CH3:35])[CH3:36].[CH3:28][CH2:29][OH:30].[ClH:27].[F:12][C:13]([O:14][c:15]1[cH:16][cH:17][c:18]([CH:19]=[O:20])[cH:21][cH:22]1)([F:23])[F:24].[Na+:26].[OH-:25].[OH2:31]>>[Br:1][c:2]1[cH:3][cH:4][c:5]([OH:11])[c:6]([C:8]([CH:9]=[CH:19][c:18]2[cH:17][cH:16][c:15]([O:14][C:13]([F:12])([F:23])[F:24])[cH:22][cH:21]2)=[O:10])[cH:7]1. Starting materials: CC(=O)c1cc(Br)ccc1O, CCOCC, CCO, Cl, O=Cc1ccc(OC(F)(F)F)cc1, [Na+], [OH-], O. Reactants: C=CCOC1CC(C(=O)OC)N(C(=O)OC(C)(C)C)C1, C[N+]1([O-])CCOCC1, CC(C)=O, CC(C)(C)O, [Na+], [Na+], O, O=S([O-])[O-]. The product is COC(=O)C1CC(OCC(O)CO)CN1C(=O)OC(C)(C)C. RXN SMILES: [CH2:9]([CH:10]=[CH2:11])[O:12][CH:13]1[CH2:14][CH:15]([C:25](=[O:26])[O:27][CH3:28])[N:16]([C:18](=[O:19])[O:20][C:21]([CH3:22])([CH3:23])[CH3:24])[CH2:17]1.[CH3:1][N+:2]1([O-:3])[CH2:4][CH2:5][O:6][CH2:7][CH2:8]1.[CH3:36][C:37](=[O:38])[CH3:39].[CH3:40][C:41]([OH:42])([CH3:43])[CH3:44].[Na+:33].[Na+:34].[OH2:35].[S:29]([O-:30])([O-:31])=[O:32]>>[OH:3][CH2:11][CH:10]([CH2:9][O:12][CH:13]1[CH2:14][CH:15]([C:25](=[O:26])[O:27][CH3:28])[N:16]([C:18](=[O:19])[O:20][C:21]([CH3:22])([CH3:23])[CH3:24])[CH2:17]1)[OH:35].